describe an organic reaction: reactants, conditions, products, and yield From a dataset of the Open Reaction Database (ORD), a public repository of structured organic reaction records. Starting materials: CC(C)(C)OC(=O)NC(C(=O)O)c1ccc(OCC2COC(C)(C)O2)cc1, COC(=O)c1csc(NC(=O)C(N)Cc2ccccc2)n1, CCN=C=NCCCN(C)C, CCOC(C)=O, ClCCl, Cl, O, On1nnc2ccccc21. The product is COC(=O)c1csc(NC(=O)C(Cc2ccccc2)NC(=O)C(NC(=O)OC(C)(C)C)c2ccc(OCC3COC(C)(C)O3)cc2)n1. RXN SMILES: [C:1]([CH3:2])([CH3:3])([CH3:4])[O:5][C:6](=[O:7])[NH:8][CH:9]([C:10](=[O:11])[OH:12])[c:13]1[cH:14][cH:15][c:16]([O:19][CH2:20][CH:21]2[O:22][C:23]([CH3:26])([CH3:27])[O:24][CH2:25]2)[cH:17][cH:18]1.[CH3:28][O:29][C:30](=[O:31])[c:32]1[n:33][c:34]([NH:37][C:38]([CH:39]([CH2:40][c:41]2[cH:42][cH:43][cH:44][cH:45][cH:46]2)[NH2:47])=[O:48])[s:35][cH:36]1.[CH3:50][N:51]([CH3:52])[CH2:53][CH2:54][CH2:55][N:56]=[C:57]=[N:58][CH2:59][CH3:60].[CH3:75][CH2:76][O:77][C:78](=[O:79])[CH3:80].[Cl:72][CH2:73][Cl:74].[ClH:49].[OH2:61].[OH:62][n:63]1[c:64]2[cH:65][cH:66][cH:67][cH:68][c:69]2[n:70][n:71]1>>[C:1]([CH3:2])([CH3:3])([CH3:4])[O:5][C:6](=[O:7])[NH:8][CH:9]([C:10](=[O:11])[NH:47][CH:39]([C:38]([NH:37][c:34]1[n:33][c:32]([C:30]([O:29][CH3:28])=[O:31])[cH:36][s:35]1)=[O:48])[CH2:40][c:41]1[cH:42][cH:43][cH:44][cH:45][cH:46]1)[c:13]1[cH:14][cH:15][c:16]([O:19][CH2:20][CH:21]2[O:22][C:23]([CH3:26])([CH3:27])[O:24][CH2:25]2)[cH:17][cH:18]1. Starting materials: C1(CCCCC1)/C=C(/CC(C=O)C)\C ((E)-5-cyclohexyl-2,4-dimethylpent-4-enal), C(C)OCC (Diethyl ether), C(C)(=O)[O-].[Na+] (sodium acetate), [Cr](=O)(=O)([O-])Cl.[NH+]1=CC=CC=C1 (pyridinium chlorochromate). The reagents and catalysts are [Pd] (palladium on charcoal). Solvent: ClCCl (dichloromethane), ClCCl (dichloromethane), C1CCCCC1 (cyclohexane). Reaction conditions: time 2 hour. Yields the product C1(CCCCC1)CC(CC(C=O)C)C (5-cyclohexyl-2,4-dimethylpentanal). Isolated yield 51.0%. As a reaction SMILES: [CH:1]1(/[CH:7]=[C:8](\[CH3:14])/[CH2:9][CH:10]([CH3:13])[CH:11]=[O:12])[CH2:6][CH2:5][CH2:4][CH2:3][CH2:2]1.C([O-])(=O)C.[Na+].[Cr](Cl)([O-])(=O)=O.[NH+]1C=CC=CC=1.C(OCC)C>C1CCCCC1.[Pd].ClCCl>[CH:1]1([CH2:7][CH:8]([CH3:14])[CH2:9][CH:10]([CH3:13])[CH:11]=[O:12])[CH2:6][CH2:5][CH2:4][CH2:3][CH2:2]1 |f:1.2,3.4|. Procedure: (E)-5-cyclohexyl-2,4-dimethylpent-4-enal (2.18 g; 11 mmol) was hydrogenated at 20 bar and room temperature in cyclohexane (20 ml) in the presence of 5% w/w palladium on charcoal (0.18 g). The thus obtained crude product was dissolved in dry dichloromethane (20 ml) and added drop-wise to a mixture of anhydrous sodium acetate (5 g) and finely ground pyridinium chlorochromate (PCC; 4.84 g; 22 mmol) in dry dichloromethane (50 ml) at 0° C. under nitrogen. The reaction was then stirred for 2 hours at ... The reactants are CC=CC(=O)C1=C2C=CC=CC2=CC=C1 (5-methylacryloylnaphthalene), N1CCCCC1 (piperidine). Yields the product N1(CCCCC1)CCC1=C(C=CC2=C(C=CC=C12)C)C(=O)C1=C(C2=CC=CC(=C2C=C1)C)CCN1CCCCC1 (2-piperidinoethyl-5-methyl-2-naphthylketone). Reaction SMILES: [CH3:1][CH:2]=[CH:3][C:4]([C:6]1[CH:15]=[CH:14][CH:13]=[C:12]2[C:7]=1[CH:8]=[CH:9][CH:10]=[CH:11]2)=[O:5].[NH:16]1[CH2:21][CH2:20][CH2:19][CH2:18][CH2:17]1>>[N:16]1([CH2:9][CH2:8][C:7]2[C:12]3[C:13](=[C:9]([CH3:10])[CH:8]=[CH:10][CH:11]=3)[CH:14]=[CH:15][C:6]=2[C:4]([C:3]2[CH:2]=[CH:1][C:7]3[C:6](=[CH:15][CH:14]=[CH:13][C:12]=3[CH3:11])[C:4]=2[CH2:3][CH2:2][N:16]2[CH2:21][CH2:20][CH2:19][CH2:18][CH2:17]2)=[O:5])[CH2:21][CH2:20][CH2:19][CH2:18][CH2:17]1. Procedure details: 5-methylacryloylnaphthalene (21.8 mg) and piperidine (9.1 mg) were reacted at 50° C. for 5 hours. Starting materials: C(C)(=O)OCC1=CC=C(C=O)C=C1 (4-[acetyloxy-methyl]benzaldehyde), CC(=O)C.OS(=O)(=O)O.O=[Cr](=O)=O (Jones reagent). Run in CC(=O)C (acetone). Product: C(C)(=O)OCC1=CC=C(C(=O)O)C=C1 (4-(acetyloxy-methyl)benzoic acid). Reaction SMILES: [C:1]([O:4][CH2:5][C:6]1[CH:13]=[CH:12][C:9]([CH:10]=[O:11])=[CH:8][CH:7]=1)(=[O:3])[CH3:2].CC(C)=[O:16].OS(O)(=O)=O.O=[Cr](=O)=O>CC(C)=O>[C:1]([O:4][CH2:5][C:6]1[CH:13]=[CH:12][C:9]([C:10]([OH:16])=[O:11])=[CH:8][CH:7]=1)(=[O:3])[CH3:2] |f:1.2.3|. Reported procedure: 4-[acetyloxy-methyl]benzaldehyde (15.3 g, 86.5 mmol) in acetone (250 ml) was then reacted with Jones reagent (33.0 ml, a three-fold excess) while stirring (exothermal reaction). This was stirred for 2 h before filtering out the green solid. The green solid was then dried under reduced pressure and dissolved in ethyl acetate (400 ml) and washed with sodium carbonate solution and water until neutral. After removal of solvent, a crop of yellow crystals (13.3 g) was obtained which was then recrystal...